Dataset: the Open Reaction Database (ORD), a public repository of structured organic reaction records. Task: describe an organic reaction: reactants, conditions, products, and yield Starting materials: IC=1C(=CC2=C(OCO2)C1)SC1=NC(=C2N=CNC2=N1)N ((6-iodobenzo[d][1,3]dioxol-5-yl)thio-9H-purin-6-amine), C(C)(C)(C)NS(=O)(=O)CCCl (N-t-butyl-2-chloroethanesulfonamide), C(=O)([O-])[O-].[Cs+].[Cs+] (Cs2CO3), CN(C)C=O (DMF). Reaction conditions: time 8 hour. Yields the product NC1=C2N=C(N(C2=NC=N1)CCS(=O)(=O)NC(C)(C)C)SC1=CC2=C(OCO2)C=C1I (2-(6-Amino-8-((6-iodobenzo[d][1,3]dioxol-5-yl)thio)-9H-purin-9-yl)-N-(tert-butyl)ethanesulfonamide). Yield: 13.0%. As a reaction SMILES: [I:1][C:2]1[C:3]([S:11][C:12]2[N:20]=[C:19]3[C:15]([N:16]=[CH:17][NH:18]3)=[C:14](N)[N:13]=2)=[CH:4][C:5]2[O:9][CH2:8][O:7][C:6]=2[CH:10]=1.[C:22]([NH:26][S:27]([CH2:30][CH2:31]Cl)(=[O:29])=[O:28])([CH3:25])([CH3:24])[CH3:23].C([O-])([O-])=O.[Cs+].[Cs+].C[N:40](C=O)C>>[NH2:40][C:15]1[N:16]=[CH:17][N:18]=[C:19]2[C:14]=1[N:13]=[C:12]([S:11][C:3]1[C:2]([I:1])=[CH:10][C:6]3[O:7][CH2:8][O:9][C:5]=3[CH:4]=1)[N:20]2[CH2:31][CH2:30][S:27]([NH:26][C:22]([CH3:25])([CH3:24])[CH3:23])(=[O:29])=[O:28] |f:2.3.4|. Procedure: To a solution of 8-((6-iodobenzo[d][1,3]dioxol-5-yl)thio-9H-purin-6-amine (56 mg, 0.13 mmol) in DMF (2 mL) was added N-t-butyl-2-chloroethanesulfonamide (50 mg, 0.25 mmol) and Cs2CO3 (88 mg, 0.27 mmol). The resulting mixture was stirred at room temperature overnight. The reaction mixture was condensed under vacuum and the residue was purified by Prep TLC (CH2Cl2:NH3-MeOH (7N), 20:1) to yield WS47 as a white solid (10 mg, 13%). 1H NMR (500 MHz, CDCl3/MeOH-d4): δ 8.22 (s, 1H), 7.39 (s, 1H), 7.08 (...